Dataset: the Open Reaction Database (ORD), a public repository of structured organic reaction records. Task: describe an organic reaction: reactants, conditions, products, and yield The reactants are CC(C)(C)OO, CCCCCCCCCC, CC(C)[O-], CC(C)[O-], CC(C)[O-], CC(C)[O-], CO, ClC(Cl)Cl, OCC1(Nc2nc(Cl)nc3c2SCC3)CC1, ClCCl, [NH4+], [OH-], O, [Ti+4]. As a reaction SMILES: [C:18]([CH3:20])([CH3:21])([O:22][OH:19])[CH3:23].[CH3:33][CH2:34][CH2:35][CH2:36][CH2:37][CH2:38][CH2:39][CH2:40][CH2:41][CH3:42].[CH3:43][CH:44]([CH3:45])[O-:46].[CH3:48][CH:49]([CH3:50])[O-:51].[CH3:52][CH:53]([CH3:54])[O-:55].[CH3:56][CH:57]([CH3:58])[O-:59].[CH3:60][OH:61].[CH:26]([Cl:27])([Cl:28])[Cl:29].[Cl:2][c:3]1[n:4][c:5]([NH:12][C:13]2([CH2:16][OH:17])[CH2:14][CH2:15]2)[c:6]2[c:7]([n:8]1)[CH2:9][CH2:10][S:11]2.[Cl:30][CH2:31][Cl:32].[NH4+:25].[OH-:24].[OH2:1].[Ti+4:47]>>[Cl:2][c:3]1[n:4][c:5]([NH:12][C:13]2([CH2:16][OH:17])[CH2:14][CH2:15]2)[c:6]2[c:7]([n:8]1)[CH2:9][CH2:10][S:11]2=[O:22]. The product is O=S1CCc2nc(Cl)nc(NC3(CO)CC3)c21. Starting materials: C(C)(C)(C)OC(=O)N1CCC2=C(CC1)C(=C(C=C2)Cl)CSC2=NC=C(C=C2)C=2N=C(SC2)NCC2CC2 (3-tert-butoxycarbonyl-7-chloro-6-{5-[2-(cyclopropylmethyl-amino)-thiazol-4-yl]-pyridin-2-ylthiomethyl}-2,3,4,5-tetrahydro-1H-benzo[d]azepine), FC(C(=O)O)(F)F (trifluoroacetic acid). Solvent: C(Cl)Cl (DCM). Conditions: time 8 hour. Product: ClC1=C(C2=C(CCNCC2)C=C1)CSC1=NC=C(C=C1)C=1N=C(SC1)NCC1CC1 (7-chloro-6-{5-[2-(cyclopropylmethyl-amino)-thiazol-4-yl]-pyridin-2-ylthiomethyl}-2,3,4,5-tetrahydro-1H-benzo[d]azepine). Isolated yield 99.5%. As a reaction SMILES: C(OC([N:8]1[CH2:14][CH2:13][C:12]2[C:15]([CH2:20][S:21][C:22]3[CH:27]=[CH:26][C:25]([C:28]4[N:29]=[C:30]([NH:33][CH2:34][CH:35]5[CH2:37][CH2:36]5)[S:31][CH:32]=4)=[CH:24][N:23]=3)=[C:16]([Cl:19])[CH:17]=[CH:18][C:11]=2[CH2:10][CH2:9]1)=O)(C)(C)C.FC(F)(F)C(O)=O>C(Cl)Cl>[Cl:19][C:16]1[CH:17]=[CH:18][C:11]2[CH2:10][CH2:9][NH:8][CH2:14][CH2:13][C:12]=2[C:15]=1[CH2:20][S:21][C:22]1[CH:27]=[CH:26][C:25]([C:28]2[N:29]=[C:30]([NH:33][CH2:34][CH:35]3[CH2:37][CH2:36]3)[S:31][CH:32]=2)=[CH:24][N:23]=1. Procedure details: To a solution of 3-tert-butoxycarbonyl-7-chloro-6-{5-[2-(cyclopropylmethyl-amino)-thiazol-4-yl]-pyridin-2-ylthiomethyl}-2,3,4,5-tetrahydro-1H-benzo[d]azepine (0.386 g, 0.693 mmol) in anhydrous DCM (16 mL) at room temperature add trifluoroacetic acid (15.9 mL) and stir the solution at room temperature overnight. Concentrate in vacuo and elute the residue through a SCX column (20 g). Dissolve the residue in DCM, load the solution on to a RediSep° column (40 g) and purify the crude mixture by prepa... Starting materials: C1(CCCCC1)P(C1=C(C=CC=C1)C1=C(C=C(C=C1C(C)C)C(C)C)C(C)C)C1CCCCC1 (dicyclohexyl(2′,4′,6′-triisopropyl-[1,1′-biphenyl]-2-yl)phosphine), BrC=1C=C(CN2N=C(N=C2C)C2=NC(=NO2)C2=CC=C(C=C2)OC(F)(F)F)C=CC1 (5-(1-(3-bromobenzyl)-5-methyl-1H-1,2,4-triazol-3-yl)-3-(4-(trifluoromethoxy)phenyl)-1,2,4-oxadiazole), CS(=O)(=O)C1CCNCC1 (4-(methylsulfonyl)piperidine), C(=O)([O-])[O-].[Cs+].[Cs+] (Cs2CO3). Reagents/catalysts: C=1C=CC(=CC1)/C=C/C(=O)/C=C/C2=CC=CC=C2.C=1C=CC(=CC1)/C=C/C(=O)/C=C/C2=CC=CC=C2.C=1C=CC(=CC1)/C=C/C(=O)/C=C/C2=CC=CC=C2.[Pd].[Pd] (Pd2(dba)3). The solvent is C1(=CC=CC=C1)C (toluene). Reaction conditions: temperature 140 celsius, time 12 minute. Product: CS(=O)(=O)C1CCN(CC1)C1=CC(=CC=C1)CN1N=C(N=C1C)C1=NC(=NO1)C1=CC=C(C=C1)OC(F)(F)F (4-Methanesulfonyl-1-{3-[(5-methyl-3-{3-[4-(trifluoromethoxy)phenyl]-1,2,4-oxadiazol-5-yl}-1H-1,2,4-triazol-1-yl)methyl]phenyl}piperidine). As a reaction SMILES: Br[C:2]1[CH:3]=[C:4]([CH:28]=[CH:29][CH:30]=1)[CH2:5][N:6]1[C:10]([CH3:11])=[N:9][C:8]([C:12]2[O:16][N:15]=[C:14]([C:17]3[CH:22]=[CH:21][C:20]([O:23][C:24]([F:27])([F:26])[F:25])=[CH:19][CH:18]=3)[N:13]=2)=[N:7]1.[CH3:31][S:32]([CH:35]1[CH2:40][CH2:39][NH:38][CH2:37][CH2:36]1)(=[O:34])=[O:33].C([O-])([O-])=O.[Cs+].[Cs+].C1(P(C2CCCCC2)C2C=CC=CC=2C2C(C(C)C)=CC(C(C)C)=CC=2C(C)C)CCCCC1>C1(C)C=CC=CC=1.C1C=CC(/C=C/C(/C=C/C2C=CC=CC=2)=O)=CC=1.C1C=CC(/C=C/C(/C=C/C2C=CC=CC=2)=O)=CC=1.C1C=CC(/C=C/C(/C=C/C2C=CC=CC=2)=O)=CC=1.[Pd].[Pd]>[CH3:31][S:32]([CH:35]1[CH2:40][CH2:39][N:38]([C:2]2[CH:30]=[CH:29][CH:28]=[C:4]([CH2:5][N:6]3[C:10]([CH3:11])=[N:9][C:8]([C:12]4[O:16][N:15]=[C:14]([C:17]5[CH:22]=[CH:21][C:20]([O:23][C:24]([F:27])([F:26])[F:25])=[CH:19][CH:18]=5)[N:13]=4)=[N:7]3)[CH:3]=2)[CH2:37][CH2:36]1)(=[O:34])=[O:33] |f:2.3.4,7.8.9.10.11|. Procedure: A mixture of 5-(1-(3-bromobenzyl)-5-methyl-1H-1,2,4-triazol-3-yl)-3-(4-(trifluoromethoxy)phenyl)-1,2,4-oxadiazole (Example 11, Step 1; 165 mg, 0.34 mmol), 4-(methylsulfonyl)piperidine (62 mg, 0.38 mmol), and Cs2CO3 (224 mg, 0.69 mmol) in toluene (2 mL) was degassed with argon for 5 min. Pd2(dba)3 (0.15 mg, 0.017 mmol) and dicyclohexyl(2′,4′,6′-triisopropyl-[1,1′-biphenyl]-2-yl)phosphine (33 mg, 069 mmol) were added and the reaction mixture was degassed a second time with argon for 5 min, then he...